From a dataset of the Open Reaction Database (ORD), a public repository of structured organic reaction records. describe an organic reaction: reactants, conditions, products, and yield Starting materials: [OH-].[Na+] (NaOH), COC(C1=CC(=C(C=C1)N)O)=O (4-amino-3-hydroxy-benzoic acid methyl ester), ClC1=C(OCC(=O)O)C=CC(=C1)Cl (2,4-dichlorophenoxy acetic acid), ClCCl (dichloromethane). Run in C[Si](C)(C)OP(=O)=O (PPSE). Conditions: temperature 140 celsius. Yields the product COC(=O)C1=CC2=C(N=C(O2)COC2=C(C=C(C=C2)Cl)Cl)C=C1 (2-(2,4-dichloro-phenoxymethyl)-benzoxazole-6 carboxylic acid methyl ester). Isolated yield 68.4%. As a reaction SMILES: [CH3:1][O:2][C:3](=[O:12])[C:4]1[CH:9]=[CH:8][C:7]([NH2:10])=[C:6]([OH:11])[CH:5]=1.[Cl:13][C:14]1[CH:24]=[C:23]([Cl:25])[CH:22]=[CH:21][C:15]=1[O:16][CH2:17][C:18](O)=O.ClCCl.[OH-].[Na+]>C[Si](OP(=O)=O)(C)C>[CH3:1][O:2][C:3]([C:4]1[CH:9]=[CH:8][C:7]2[N:10]=[C:18]([CH2:17][O:16][C:15]3[CH:21]=[CH:22][C:23]([Cl:25])=[CH:24][C:14]=3[Cl:13])[O:11][C:6]=2[CH:5]=1)=[O:12] |f:3.4|. Reported procedure: A mixture of 4-amino-3-hydroxy-benzoic acid methyl ester (210.7 mg, 1.26 mmol) and 2,4-dichlorophenoxy acetic acid (200.0 mg, 0.90 mmol) in PPSE (3 mL) was heated at 140° C. for 2 h. At the end of the reaction period, the mixture was taken to dichloromethane and neutralized with 1 N NaOH solution. The organic layer was separated and the aqueous solution extracted with dichloromethane. The combined extracts were dried over anhydrous MgSO4, filtered and the solvent was removed with rotary evaporat... Reactants: C1(=C(C=CC=C1)C(C(C)=O)=O)C (1-o-Tolyl-propane-1,2-dione), BrBr (bromine). Solvent: C(Cl)(Cl)Cl (CHCl3), C(C)(=O)O (acetic acid). Run at temperature 70 celsius. Yields the product BrCC(C(=O)C1=C(C=CC=C1)C)=O (3-Bromo-1-o-tolyl-propane-1,2-dione). The yield is 97.6%. As a reaction SMILES: [C:1]1([CH3:12])[CH:6]=[CH:5][CH:4]=[CH:3][C:2]=1[C:7](=[O:11])[C:8](=[O:10])[CH3:9].[Br:13]Br>C(Cl)(Cl)Cl.C(O)(=O)C>[Br:13][CH2:9][C:8](=[O:10])[C:7]([C:2]1[CH:3]=[CH:4][CH:5]=[CH:6][C:1]=1[CH3:12])=[O:11]. Reported procedure: A mixture of 3 g (18.49 mmol) 1-o-Tolyl-propane-1,2-dione and 1.05 ml (20.34 mmol) bromine in 30 ml CHCl3 and 0.53 ml acetic acid was heated to 70° C. for 16 h. The mixture was evaporated under reduced pressure to yield 4.35 g (98%) of the title compound. Starting materials: C1=CC=CC=2C3=CC=CC=C3C(C12)OC(=O)N([C@H](C(=O)NC1=CC=C(C[C@H]2N([C@H](CC2)[C@@H](C=2C=NC=CC2)O)C(=O)OC(C)(C)C)C=C1)C)C (Tert-butyl(2S,5R)-2-[4-({(2S)-2-[[(9H-fluoren-9-yloxy)carbonyl](methyl)amino]propanoyl}amino)benzyl]-5-[(R)-hydroxy(pyridin-3-yl)methyl]pyrrolidine-1-carboxylate), N1CCCCC1 (piperidine). Solvent: ClCCl (dichloromethane), C1CCOC1 (THF). Reaction conditions: time 24 hour. The product is O[C@@H]([C@@H]1N([C@@H](CC1)CC1=CC=C(C=C1)NC([C@H](C)NC)=O)C(=O)OC(C)(C)C)C=1C=NC=CC1 (Tert-butyl(2R,5S)-2-[(R)-hydroxy(pyridin-3-yl)methyl]-5-(4-{[(2S)-2-(methylamino)propanoyl]amino}benzyl)pyrrolidine-1-carboxylate). As a reaction SMILES: C1C2C(O[C:15]([N:17](C)[C@@H:18]([CH3:49])[C:19]([NH:21][C:22]3[CH:48]=[CH:47][C:25]([CH2:26][C@@H:27]4[CH2:31][CH2:30][C@H:29]([C@H:32]([OH:39])[C:33]5[CH:34]=[N:35][CH:36]=[CH:37][CH:38]=5)[N:28]4[C:40]([O:42][C:43]([CH3:46])([CH3:45])[CH3:44])=[O:41])=[CH:24][CH:23]=3)=[O:20])=O)C3C(=CC=CC=3)C=2C=CC=1.N1CCCCC1>C1COCC1.ClCCl>[OH:39][C@H:32]([C:33]1[CH:34]=[N:35][CH:36]=[CH:37][CH:38]=1)[C@H:29]1[CH2:30][CH2:31][C@@H:27]([CH2:26][C:25]2[CH:47]=[CH:48][C:22]([NH:21][C:19](=[O:20])[C@@H:18]([NH:17][CH3:15])[CH3:49])=[CH:23][CH:24]=2)[N:28]1[C:40]([O:42][C:43]([CH3:46])([CH3:44])[CH3:45])=[O:41]. Reported procedure: To a solution of 0.410 g (0.593 mmol) of tert-butyl(2S,5R)-2-[4-({(2S)-2-[[(9H-fluoren-9-yloxy)carbonyl](methyl)amino]propanoyl}amino)benzyl]-5-[(R)-hydroxy(pyridin-3-yl)methyl]pyrrolidine-1-carboxylate from step A in 3 mL of anhydrous THF was 0.152 g (1.78 mmol) of piperidine. The resulting mixture was stirred at ambient temperature for 24 h and then was diluted with 25 mL of dichloromethane. The mixture was washed with water then dried over magnesium sulfate. The mixture was filtered and evapo... Reactants: CSC=1S\C(\C(N1)=O)=C/C=1C=C2C=CC=NC2=CC1 (2-methylsulfanyl-5-[1-quinolin-6-yl-meth-(Z)-ylidene]-thiazol-4-one), CON (methoxyamine), CCN(C(C)C)C(C)C (DIEA). Yields the product CONC=1S\C(\C(N1)=O)=C/C=1C=C2C=CC=NC2=CC1 (2-methoxyamino-5-[1-quinolin-6-yl-meth-(Z)-ylidene]-thiazol-4-one). RXN SMILES: CS[C:3]1[S:4]/[C:5](=[CH:9]\[C:10]2[CH:11]=[C:12]3[C:17](=[CH:18][CH:19]=2)[N:16]=[CH:15][CH:14]=[CH:13]3)/[C:6](=[O:8])[N:7]=1.[CH3:20][O:21][NH2:22].CCN(C(C)C)C(C)C>>[CH3:20][O:21][NH:22][C:3]1[S:4]/[C:5](=[CH:9]\[C:10]2[CH:11]=[C:12]3[C:17](=[CH:18][CH:19]=2)[N:16]=[CH:15][CH:14]=[CH:13]3)/[C:6](=[O:8])[N:7]=1. Procedure details: Similar procedure as described in example 1b was used, starting from 2-methylsulfanyl-5-[1-quinolin-6-yl-meth-(Z)-ylidene]-thiazol-4-one, methoxyamine and DIEA to give 2-methoxyamino-5-[1-quinolin-6-yl-meth-(Z)-ylidene]-thiazol-4-one. LC-MS m/e 286 (MH+). Starting materials: CCOCCOc1cccnc1C, C1COCCO1, CCOC(C)=O, O=[Se]=O. Product: CCOCCOc1cccnc1C=O. Reaction SMILES: [CH2:1]([CH3:2])[O:3][CH2:4][CH2:5][O:6][c:7]1[c:8]([CH3:13])[n:9][cH:10][cH:11][cH:12]1.[CH2:23]1[O:24][CH2:25][CH2:26][O:27][CH2:28]1.[CH3:17][CH2:18][O:19][C:20](=[O:21])[CH3:22].[Se:14](=[O:15])=[O:16]>>[CH2:1]([CH3:2])[O:3][CH2:4][CH2:5][O:6][c:7]1[c:8]([CH:13]=[O:15])[n:9][cH:10][cH:11][cH:12]1.